Dataset: the Open Reaction Database (ORD), a public repository of structured organic reaction records. Task: describe an organic reaction: reactants, conditions, products, and yield Starting materials: BrBr, CO, CC(=O)CCN1C(=O)c2ccccc2C1=O, O=S(=O)(O)O. Yields the product O=C(CBr)CCN1C(=O)c2ccccc2C1=O. Reaction SMILES: [Br:17][Br:18].[CH3:24][OH:25].[O:1]=[C:2]([CH2:3][CH2:4][N:5]1[C:6](=[O:15])[c:7]2[cH:8][cH:9][cH:10][cH:11][c:12]2[C:13]1=[O:14])[CH3:16].[S:19](=[O:20])(=[O:21])([OH:22])[OH:23]>>[O:1]=[C:2]([CH2:3][CH2:4][N:5]1[C:6](=[O:15])[c:7]2[cH:8][cH:9][cH:10][cH:11][c:12]2[C:13]1=[O:14])[CH2:16][Br:17].